This data is from the Open Reaction Database (ORD), a public repository of structured organic reaction records. The task is: describe an organic reaction: reactants, conditions, products, and yield Yields the product C[C@@H]1[C@H]([C@]2(C)[C@@H](C1)[C@@H]1CC[C@H]3CCCC[C@]3(C)[C@H]1CC2)O (16β-methyl-5α-androstan-17α-ol), C[C@@H]1[C@@H]([C@]2(C)[C@@H](C1)[C@@H]1CC[C@H]3CCCC[C@]3(C)[C@H]1CC2)O (16β-methyl-5α-androstan-17β-ol). RXN SMILES: [CH3:1][C@H:2]1[CH2:7][C@H:6]2[C@H:8]3[C@H:18]([CH2:19][CH2:20][C@:4]2([CH3:5])[C:3]1=[O:21])[C@:16]1([CH3:17])[C:11]([CH2:12][CH2:13][CH2:14][CH2:15]1)=[CH:10][CH2:9]3.[BH4-].[Na+]>[Pd]>[CH3:1][C@H:2]1[CH2:7][C@H:6]2[C@H:8]3[C@H:18]([CH2:19][CH2:20][C@:4]2([CH3:5])[C@@H:3]1[OH:21])[C@:16]1([CH3:17])[C@H:11]([CH2:12][CH2:13][CH2:14][CH2:15]1)[CH2:10][CH2:9]3.[CH3:1][C@H:2]1[CH2:7][C@H:6]2[C@H:8]3[C@H:18]([CH2:19][CH2:20][C@:4]2([CH3:5])[C@H:3]1[OH:21])[C@:16]1([CH3:17])[C@H:11]([CH2:12][CH2:13][CH2:14][CH2:15]1)[CH2:10][CH2:9]3 |f:1.2|. Procedure: Similarly, catalytic hydrogenation over 5% palladium on carbon of the 16β-methyl-5-androsten-17-one produced in Example 5 followed by treatment with sodium borohydride affords 16β-methyl-5α-androstan-17α-ol and 16β-methyl-5α-androstan-17β-ol. The reagents and catalysts are [Pd] (palladium on carbon). The reactants are C[C@@H]1C([C@]2(C)[C@@H](C1)[C@@H]1CC=C3CCCC[C@]3(C)[C@H]1CC2)=O (16β-methyl-5-androsten-17-one), [BH4-].[Na+] (sodium borohydride).